From a dataset of the Open Reaction Database (ORD), a public repository of structured organic reaction records. describe an organic reaction: reactants, conditions, products, and yield The reactants are NN1C(C2=CC=CC=C2C(=N1)N1CCOCC1)=O (2-amino-4-morpholinophthalazin-1(2H)-one), COC1=C(C=CC=C1)CC(=O)O (2-(2-methoxyphenyl)acetic acid). The product is COC1=C(C=CC=C1)CC(=O)NN1C(C2=CC=CC=C2C(=N1)N1CCOCC1)=O (2-(2-methoxyphenyl)-N-[4-(morpholin-4-yl)-1-oxophthalazin-2(1H)-yl]acetamide). Reaction SMILES: [NH2:1][N:2]1[N:11]=[C:10]([N:12]2[CH2:17][CH2:16][O:15][CH2:14][CH2:13]2)[C:9]2[C:4](=[CH:5][CH:6]=[CH:7][CH:8]=2)[C:3]1=[O:18].[CH3:19][O:20][C:21]1[CH:26]=[CH:25][CH:24]=[CH:23][C:22]=1[CH2:27][C:28](O)=[O:29]>>[CH3:19][O:20][C:21]1[CH:26]=[CH:25][CH:24]=[CH:23][C:22]=1[CH2:27][C:28]([NH:1][N:2]1[N:11]=[C:10]([N:12]2[CH2:17][CH2:16][O:15][CH2:14][CH2:13]2)[C:9]2[C:4](=[CH:5][CH:6]=[CH:7][CH:8]=2)[C:3]1=[O:18])=[O:29]. Reported procedure: The product of Example 1B and 2-(2-methoxyphenyl)acetic acid were treated using a method similar to that described in Example 111 to give the title compound. 1H NMR (500 MHz, DMSO-d6/Deuterium Oxide) δ ppm 8.32 (dd, J=7.9, 1.3 Hz, 1H), 8.03 (d, J=8.0 Hz, 1H), 7.97-8.01 (m, 1H), 7.91 (td, J=7.5, 1.3 Hz, 1H), 7.33 (dd, J=7.4, 1.7 Hz, 1H), 7.27 (td, J=7.8, 1.7 Hz, 1H), 7.00 (d, J=8.7 Hz, 1H), 6.93 (td, J=7.4, 1.1 Hz, 1H), 3.85-3.82 (m, 4H), 3.82 (s, 3H), 3.62 (s, 2H), 3.09-3.11 (m, 4H); MS (ESI+) M... The reactants are CCO, CC(=O)Nc1nc(CCl)cs1, [Na]. Yields the product CCOCc1csc(NC(C)=O)n1. RXN SMILES: [CH3:13][CH2:14][OH:15].[Cl:2][CH2:3][c:4]1[n:5][c:6]([NH:9][C:10]([CH3:11])=[O:12])[s:7][cH:8]1.[Na:1]>>[CH2:3]([c:4]1[n:5][c:6]([NH:9][C:10]([CH3:11])=[O:12])[s:7][cH:8]1)[O:15][CH2:14][CH3:13]. The reactants are [F-].[K+] (potassium fluoride), C(#N)C1=C(N(C2=CC(=CC=C12)C1CC1)C1CCC1)B(O)O (3-cyano-1-cyclobutyl-6-cyclopropyl-1H-indol-2-ylboronic acid), ClC1=CC=C(C=N1)S(=O)(=O)N[C@@H](C(F)(F)F)C ((R)-6-chloro-N-(1,1,1-trifluoropropan-2-yl)pyridine-3-sulfonamide), F[B-](F)(F)F.C(C)(C)(C)[PH+](C(C)(C)C)C(C)(C)C (tri-tert-butylphosphonium tetrafluoroborate). Reagents/catalysts: C=1C=CC(=CC1)/C=C/C(=O)/C=C/C2=CC=CC=C2.C=1C=CC(=CC1)/C=C/C(=O)/C=C/C2=CC=CC=C2.C=1C=CC(=CC1)/C=C/C(=O)/C=C/C2=CC=CC=C2.[Pd].[Pd] (Pd2(dba)3). The solvent is C1CCOC1 (THF). Run at temperature 40 celsius, time 8 hour. Yields the product C(#N)C1=C(N(C2=CC(=C(C=C12)F)C)C1CCCC1)C1=CC=C(C=N1)S(=O)(=O)N[C@@H](C(F)(F)F)C ((R)-6-(3-cyano-1-cyclopentyl-5-fluoro-6-methyl-1H-indol-2-yl)-N-(1,1,1-trifluoropropan-2-yl)pyridine-3-sulfonamide). Yield: 94.0%. Reaction SMILES: [C:1]([C:3]1[C:11]2[C:6](=[CH:7][C:8]([CH:12]3CC3)=[CH:9][CH:10]=2)[N:5]([CH:15]2[CH2:18][CH2:17][CH2:16]2)[C:4]=1B(O)O)#[N:2].Cl[C:23]1[N:28]=[CH:27][C:26]([S:29]([NH:32][C@H:33]([CH3:38])[C:34]([F:37])([F:36])[F:35])(=[O:31])=[O:30])=[CH:25][CH:24]=1.F[B-](F)(F)F.[C:44]([PH+](C(C)(C)C)C(C)(C)C)(C)(C)C.[F-:57].[K+]>C1COCC1.C1C=CC(/C=C/C(/C=C/C2C=CC=CC=2)=O)=CC=1.C1C=CC(/C=C/C(/C=C/C2C=CC=CC=2)=O)=CC=1.C1C=CC(/C=C/C(/C=C/C2C=CC=CC=2)=O)=CC=1.[Pd].[Pd]>[C:1]([C:3]1[C:11]2[C:6](=[CH:7][C:8]([CH3:12])=[C:9]([F:57])[CH:10]=2)[N:5]([CH:15]2[CH2:18][CH2:17][CH2:16][CH2:44]2)[C:4]=1[C:23]1[N:28]=[CH:27][C:26]([S:29]([NH:32][C@H:33]([CH3:38])[C:34]([F:37])([F:36])[F:35])(=[O:31])=[O:30])=[CH:25][CH:24]=1)#[N:2] |f:2.3,4.5,7.8.9.10.11|. Procedure details: A mixture of 3-cyano-1-cyclobutyl-6-cyclopropyl-1H-indol-2-ylboronic acid prepared as above (6.0 g, 18.8 mmol, 90%), (R)-6-chloro-N-(1,1,1-trifluoropropan-2-yl)pyridine-3-sulfonamide (3.63 g, 12.5 mmol) (similarly prepared as described in Example 4, Step A), tri-tert-butylphosphonium tetrafluoroborate (0.36 g, 1.2 mmol), Pd2(dba)3 (0.57 g, 0.62 mmol) and potassium fluoride (7.25 g, 125 mmol) in THF (80 mL) was stirred at 40° C. overnight. The solvent was then evaporated and the residue purified ... The reactants are BrN1C(CCC1=O)=O (N-bromosuccinimide), C(C1=CC=CC=C1)(=O)OOC(C1=CC=CC=C1)=O (benzoyl peroxide), BrC1=C(C(=CC(=C1)OC)Br)C (2,6-dibromo-4-methoxytoluene). Run in C(Cl)(Cl)(Cl)Cl (CCl4). The product is BrC1=C(CBr)C(=CC(=C1)OC)Br (2,6-Dibromo-4-methoxy-benzyl bromide). RXN SMILES: [Br:1][C:2]1[CH:7]=[C:6]([O:8][CH3:9])[CH:5]=[C:4]([Br:10])[C:3]=1[CH3:11].[Br:12]N1C(=O)CCC1=O.C(OOC(=O)C1C=CC=CC=1)(=O)C1C=CC=CC=1>C(Cl)(Cl)(Cl)Cl>[Br:1][C:2]1[CH:7]=[C:6]([O:8][CH3:9])[CH:5]=[C:4]([Br:10])[C:3]=1[CH2:11][Br:12]. Reported procedure: To a suspension of 5.0 g of 2,6-dibromo-4-methoxytoluene in 90 mL of CCl4 was added N-bromosuccinimide and benzoyl peroxide. The resulting mixture was heated to reflux and stirred at the refluxing temperature while irradiating with a sunlamp for 2 h, then cooled and concentrated. The resulting residue was dissolved in 1:1 hexanes-Et2O and filtered through a pad of silica gel, then purified by flash chromatography on a Biotage 40M column, eluting with 98:2 hexanes-Et2O, to yield 2,6-Dibromo-4-met... RXN SMILES: [CH3:1][Si:2]([CH3:52])([CH3:51])[CH2:3][CH2:4][O:5][CH2:6][N:7]([CH2:43][O:44][CH2:45][CH2:46][Si:47]([CH3:50])([CH3:49])[CH3:48])[C:8]1[N:13]2[N:14]=[CH:15][C:16]([C:17]3[CH:18]=[N:19][C:20]([C:23]4[CH:28]=[CH:27][CH:26]=[CH:25][CH:24]=4)=[CH:21][CH:22]=3)=[C:12]2[N:11]=[C:10]([CH:29]2[CH2:34][CH2:33][N:32]([C:35]3[O:39][C:38]([C@H:40]([OH:42])[CH3:41])=[N:37][N:36]=3)[CH2:31][CH2:30]2)[CH:9]=1.C1C(=O)N([Br:60])C(=O)C1>C(#N)C>[CH3:48][Si:47]([CH3:50])([CH3:49])[CH2:46][CH2:45][O:44][CH2:43][N:7]([CH2:6][O:5][CH2:4][CH2:3][Si:2]([CH3:51])([CH3:1])[CH3:52])[C:8]1[N:13]2[N:14]=[CH:15][C:16]([C:17]3[CH:18]=[N:19][C:20]([C:23]4[CH:24]=[CH:25][CH:26]=[CH:27][CH:28]=4)=[CH:21][CH:22]=3)=[C:12]2[N:11]=[C:10]([CH:29]2[CH2:30][CH2:31][N:32]([C:35]3[O:39][C:38]([C@H:40]([OH:42])[CH3:41])=[N:37][N:36]=3)[CH2:33][CH2:34]2)[C:9]=1[Br:60]. Procedure details: To a solution of (R)-1-(5-(4-(7-(bis((2-(trimethylsilyl)ethoxy)methyl)amino)-3-(6-phenylpyridin-3-yl)pyrazolo[1,5-a]pyrimidin-5-yl)piperidin-1-yl)-1,3,4-oxadiazol-2-yl)ethanol (32 mg, 0.04 mmol) in acetonitrile (1 mL) was added NBS (7 mg, 0.04 mmol) and the resulting solution was stirred for 10 minutes and concentrated. The residue was purified on silica gel. Elution with EtOAc provided a relatively pure product (9 mg). Run in C(C)#N (acetonitrile). Conditions: time 10 minute. Isolated yield 27.4%. Product: C[Si](CCOCN(C1=C(C(=NC=2N1N=CC2C=2C=NC(=CC2)C2=CC=CC=C2)C2CCN(CC2)C2=NN=C(O2)[C@@H](C)O)Br)COCC[Si](C)(C)C)(C)C ((R)-1-(5-(4-(7-(bis((2-(trimethylsilyl)ethoxy)methyl)amino)-6-bromo-3-(6-phenylpyridin-3-yl)pyrazolo[1,5-a]pyrimidin-5-yl)piperidin-1-yl)-1,3,4-oxadiazol-2-yl)ethanol). Reactants: C[Si](CCOCN(C1=CC(=NC=2N1N=CC2C=2C=NC(=CC2)C2=CC=CC=C2)C2CCN(CC2)C2=NN=C(O2)[C@@H](C)O)COCC[Si](C)(C)C)(C)C ((R)-1-(5-(4-(7-(bis((2-(trimethylsilyl)ethoxy)methyl)amino)-3-(6-phenylpyridin-3-yl)pyrazolo[1,5-a]pyrimidin-5-yl)piperidin-1-yl)-1,3,4-oxadiazol-2-yl)ethanol), C1CC(=O)N(C1=O)Br (NBS).